Dataset: the Open Reaction Database (ORD), a public repository of structured organic reaction records. Task: describe an organic reaction: reactants, conditions, products, and yield The reactants are COC=1C=CC=2C[C@@H]3[C@@]4([C@@H](CC(C[C@@]4(C2C1)CCN3C)=O)C)OC (3,14-Dimethoxy-8α,17-dimethylmorphinan -6-one), C([O-])([O-])=O.[K+].[K+] (potassium carbonate), N#CBr (cyanogen bromide). Run in C(Cl)Cl (methylene chloride). Product: C(#N)N1[C@H]2[C@@]3([C@@H](CC(C[C@@]3(C=3C=C(C=CC3C2)OC)CC1)=O)C)OC (17-Cyano-3,14-dimethoxy-8α-methylmorphinan-6-one). Isolated yield 99.9%. As a reaction SMILES: [CH3:1][O:2][C:3]1[CH:4]=[CH:5][C:6]2[CH2:7][C@H:8]3[N:19]([CH3:20])[CH2:18][CH2:17][C@@:14]4([C:15]=2[CH:16]=1)[C@@:9]3([O:23][CH3:24])[C@H:10]([CH3:22])[CH2:11][C:12](=[O:21])[CH2:13]4.C(=O)([O-])[O-].[K+].[K+].[N:31]#CBr>C(Cl)Cl>[C:20]([N:19]1[CH2:18][CH2:17][C@@:14]23[C:15]4[CH:16]=[C:3]([O:2][CH3:1])[CH:4]=[CH:5][C:6]=4[CH2:7][C@@H:8]1[C@:9]2([O:23][CH3:24])[C@H:10]([CH3:22])[CH2:11][C:12](=[O:21])[CH2:13]3)#[N:31] |f:1.2.3|. Procedure: To a solution of 3,14-dimethoxy-8α,17-dimethylmorphinan-6-one (24) (0.1 g, 0.303 mmol) in methylene chloride (3 ml) was added anhydrous potassium carbonate (0.23 g) followed by cyanogen bromide (0.2 g). The mixture was refluxed overnight under a nitrogen atmosphere with stirring. After cooling, the solution was filtered and the residue washed with excess methylene chloride. The filtrate was concentrated under reduced pressure to give 0.103 g (99% theory) of 17-cyano-3,14-dimethoxy-8α-methylmorph... As a reaction SMILES: [Br-:26].[CH2:37]1[O:38][CH2:39][CH2:40][CH2:41]1.[CH3:1][O:2][N:3]([C:4](=[O:5])[c:6]1[cH:7][n:8]([CH2:17][c:18]2[n:19][c:20]([Br:24])[cH:21][cH:22][cH:23]2)[c:9]2[cH:10][cH:11][cH:12][cH:13][c:14]2[c:15]1=[O:16])[CH3:25].[CH:27]([CH3:28])([CH3:29])[c:30]1[cH:31][cH:32][c:33]([Mg+:36])[cH:34][cH:35]1>>[C:4](=[O:5])([c:6]1[cH:7][n:8]([CH2:17][c:18]2[n:19][c:20]([Br:24])[cH:21][cH:22][cH:23]2)[c:9]2[cH:10][cH:11][cH:12][cH:13][c:14]2[c:15]1=[O:16])[c:33]1[cH:32][cH:31][c:30]([CH:27]([CH3:28])[CH3:29])[cH:35][cH:34]1. The reactants are [Br-], C1CCOC1, CON(C)C(=O)c1cn(Cc2cccc(Br)n2)c2ccccc2c1=O, CC(C)c1ccc([Mg+])cc1. Product: CC(C)c1ccc(C(=O)c2cn(Cc3cccc(Br)n3)c3ccccc3c2=O)cc1. Starting materials: Fc1ccc(CBr)cc1, CCOC(=O)CC(=O)CC. Product: CCOC(=O)C(Cc1ccc(F)cc1)C(=O)CC. Reaction SMILES: [Br:1][CH2:2][c:3]1[cH:4][cH:5][c:6]([F:9])[cH:7][cH:8]1.[CH2:10]([CH3:11])[O:12][C:13]([CH2:14][C:15]([CH2:16][CH3:17])=[O:18])=[O:19]>>[CH2:2]([c:3]1[cH:4][cH:5][c:6]([F:9])[cH:7][cH:8]1)[CH:14]([C:13]([O:12][CH2:10][CH3:11])=[O:19])[C:15]([CH2:16][CH3:17])=[O:18]. Reactants: N1(CCCC1)CCN (2-(pyrrolidin-1-yl)ethanamine), CCN(C(C)C)C(C)C (DIEA), O=C\1NC2=CC=CC=C2/C1=C\C1=CC=C(O1)C=1C=C(C(=O)[O-])C=CC1 ((E)-3-(5-((2-oxoindolin-3-ylidene)methyl)furan-2-yl)benzoate), C=1C=CC2=C(C1)N=NN2O (HOBt), CCN=C=NCCCN(C)C (EDCI). Solvent: O (H2O), CN1CCCC1=O (NMP). Reaction conditions: time 10 minute. Yields the product O=C\1NC2=CC=CC=C2/C1=C\C1=CC=C(O1)C=1C=C(C(=O)NCCN2CCCC2)C=CC1 ((E)-3-(5-((2-oxoindolin-3-ylidene)methyl)furan-2-yl)-N-(2-(pyrrolidin-1-yl)ethyl)benzamide). As a reaction SMILES: [O:1]=[C:2]1[NH:3][C:4]2[C:9](/[C:10]/1=[CH:11]\[C:12]1[O:16][C:15]([C:17]3[CH:18]=[C:19]([CH:23]=[CH:24][CH:25]=3)[C:20]([O-:22])=O)=[CH:14][CH:13]=1)=[CH:8][CH:7]=[CH:6][CH:5]=2.C1C=CC2N(O)N=NC=2C=1.CCN=C=NCCCN(C)C.[N:47]1([CH2:52][CH2:53][NH2:54])[CH2:51][CH2:50][CH2:49][CH2:48]1.CCN(C(C)C)C(C)C>CN1C(=O)CCC1.O>[O:1]=[C:2]1[NH:3][C:4]2[C:9](/[C:10]/1=[CH:11]\[C:12]1[O:16][C:15]([C:17]3[CH:18]=[C:19]([CH:23]=[CH:24][CH:25]=3)[C:20]([NH:54][CH2:53][CH2:52][N:47]3[CH2:51][CH2:50][CH2:49][CH2:48]3)=[O:22])=[CH:14][CH:13]=1)=[CH:8][CH:7]=[CH:6][CH:5]=2. Reported procedure: To a solution of (E)-3-(5-((2-oxoindolin-3-ylidene)methyl)furan-2-yl)benzoate (20 mg, 0.06 mmol) and HOBt (16 mg, 0.14 mmol) in NMP (0.5 mL) was added EDCI (22 mg, 0.12 mmol). The reaction was stirred at rt for 10 min and then added 2-(pyrrolidin-1-yl)ethanamine (0.05 mL) followed by DIEA (0.05 mL). The reaction mixture was stirred at rt for 1 h and diluted with H2O (10 mL). The mixture was extracted with EtOAc (3×20 mL), dried over Na2SO4 and concentrated. The crude was purified by RHPLC to giv... The reactants are CCOC(=O)CBr, c1ccc2c(c1)CCN2, Clc1ccc(CBr)cc1, [Li+], CN(C)C=O, [OH-], O. Yields the product CCOC(=O)C(Cc1ccc(Cl)cc1)N1CCc2ccccc21. RXN SMILES: [Br:13][CH2:14][C:15](=[O:16])[O:17][CH2:18][CH3:19].[CH2:4]1[CH2:5][c:6]2[cH:7][cH:8][cH:9][cH:10][c:11]2[NH:12]1.[Cl:20][c:21]1[cH:22][cH:23][c:24]([CH2:25][Br:26])[cH:27][cH:28]1.[Li+:2].[O:29]=[CH:30][N:31]([CH3:32])[CH3:33].[OH-:1].[OH2:3]>>[CH2:4]1[CH2:5][c:6]2[cH:7][cH:8][cH:9][cH:10][c:11]2[N:12]1[CH:14]([C:15](=[O:16])[O:17][CH2:18][CH3:19])[CH2:25][c:24]1[cH:23][cH:22][c:21]([Cl:20])[cH:28][cH:27]1. Reactants: C(C)(C)(C)OC(NC=1[C@@](OC[C@@](N1)(C)C1=CC(=CC=C1)N=[N+]=[N-])(C(F)(F)F)C)=O ([(2R*,5R*)-5-(3-azido-phenyl)-2,5-dimethyl-2-trifluoromethyl-5,6-dihydro-2H-[1,4]oxazin-3-yl]-carbamic acid tert-butyl ester). Reagents/catalysts: [Pd] (Pd—C). Run in CCO (EtOH). The product is C(C)(C)(C)OC(NC=1[C@@](OC[C@@](N1)(C)C1=CC(=CC=C1)N)(C(F)(F)F)C)=O ([(2R*,5R*)-5-(3-Amino-phenyl)-2,5-dimethyl-2-trifluoromethyl-5,6-dihydro-2H-[1,4]-oxazin-3-yl]-carbamic acid tert-butyl ester). RXN SMILES: [C:1]([O:5][C:6](=[O:29])[NH:7][C:8]1[C@:9]([CH3:28])([C:24]([F:27])([F:26])[F:25])[O:10][CH2:11][C@:12]([C:15]2[CH:20]=[CH:19][CH:18]=[C:17]([N:21]=[N+]=[N-])[CH:16]=2)([CH3:14])[N:13]=1)([CH3:4])([CH3:3])[CH3:2]>CCO.[Pd]>[C:1]([O:5][C:6](=[O:29])[NH:7][C:8]1[C@:9]([CH3:28])([C:24]([F:27])([F:25])[F:26])[O:10][CH2:11][C@:12]([C:15]2[CH:20]=[CH:19][CH:18]=[C:17]([NH2:21])[CH:16]=2)([CH3:14])[N:13]=1)([CH3:2])([CH3:3])[CH3:4]. Procedure details: A solution of [(2R*,5R*)-5-(3-azido-phenyl)-2,5-dimethyl-2-trifluoromethyl-5,6-dihydro-2H-[1,4]oxazin-3-yl]-carbamic acid tert-butyl ester (0.82 g, 1.92 mmol) in EtOH (10 ml) was stirred in the presence of 10% Pd—C (0.1 g) under an atmosphere of hydrogen at 25° C. for 1.5 h. The catalyst was filtered off over Celite, evaporated and the residual oil was purified by flash-chromatography on silica gel (hexane/EtOAc 10:1 to 1:2) to provide the title compound as a colorless foam: TLC (hexane/EtOAc 1:... Procedure: This compound was prepared in an analogous manner as 3-(1H-Pyrrolo[2,3-b]pyridin-4-ylamino)-thiophene-2-carboxylic acid [2-(4-methoxy-benzylamino)-ethyl]amide using 3-furaldehyde instead of 4-methoxy benzaldehyde. LCMS (ESI) 382 (M+H) 1H NMR (400 MHz, DMSO-d6) δ ppm 11.49 (1H, br. s.) 10.25 (1H, s) 7.93-8.05 (2H, m) 7.75 (1H, d, J=5.37 Hz) 7.52 (1H, t, J=1.61 Hz) 7.46 (1H, d, J=0.68 Hz) 7.44 (1H, d, J=5.42 Hz) 7.28 (1H, dd, J=3.20, 2.66 Hz) 6.77 (1H, d, J=5.42 Hz) 6.38-6.43 (2H, m) 3.49 (2H, s) ... Reactants: COC1=CC=C(CNCCNC(=O)C=2SC=CC2NC2=C3C(=NC=C2)NC=C3)C=C1 (3-(1H-Pyrrolo[2,3-b]pyridin-4-ylamino)-thiophene-2-carboxylic acid [2-(4-methoxy-benzylamino)-ethyl]amide), O1C=C(C=C1)C=O (3-furaldehyde). The product is O1C=C(C=C1)CNCCNC(=O)C=1SC=CC1NC1=C2C(=NC=C1)NC=C2 (3-(1H-Pyrrolo[2,3-b]pyridin-4-ylamino)-thiophene-2-carboxylic acid {2-[(furan-3-ylmethyl)-amino]-ethyl}-amide). RXN SMILES: COC1C=C[C:6]([CH2:7][NH:8][CH2:9][CH2:10][NH:11][C:12]([C:14]2[S:15][CH:16]=[CH:17][C:18]=2[NH:19][C:20]2[CH:25]=[CH:24][N:23]=[C:22]3[NH:26][CH:27]=[CH:28][C:21]=23)=[O:13])=[CH:5]C=1.[O:31]1[CH:35]=CC(C=O)=[CH:32]1>>[O:31]1[CH:35]=[CH:5][C:6]([CH2:7][NH:8][CH2:9][CH2:10][NH:11][C:12]([C:14]2[S:15][CH:16]=[CH:17][C:18]=2[NH:19][C:20]2[CH:25]=[CH:24][N:23]=[C:22]3[NH:26][CH:27]=[CH:28][C:21]=23)=[O:13])=[CH:32]1. Reactants: CN(C=O)C (dimethylformamide), P(=O)(Cl)(Cl)Cl (phosphorus oxychloride), C([O-])([O-])=O.[K+].[K+] (potassium carbonate), C(C)(C)(C)C=1C=C(C=C(C1O)C(C)(C)C)C=1N=C2SCCN2C1 (6-(3,5-di-tert-butyl-4-hydroxyphenyl)-2,3-dihydroimidazo[2,1-b]thiazole). Solvent: C(Cl)(Cl)Cl (chloroform). Reaction conditions: time 1 hour. Product: C(C)(C)(C)C=1C=C(C=C(C1O)C(C)(C)C)C=1N=C2SCCN2C1C=O (6-(3,5-di-tert-butyl-4-hydroxyphenyl)-5-formyl-2,3-dihydroimidazo[2,1-b]thiazole). As a reaction SMILES: CN(C)[CH:3]=[O:4].P(Cl)(Cl)(Cl)=O.[C:11]([C:15]1[CH:16]=[C:17]([C:26]2[N:27]=[C:28]3[N:32]([CH:33]=2)[CH2:31][CH2:30][S:29]3)[CH:18]=[C:19]([C:22]([CH3:25])([CH3:24])[CH3:23])[C:20]=1[OH:21])([CH3:14])([CH3:13])[CH3:12].C(=O)([O-])[O-].[K+].[K+]>C(Cl)(Cl)Cl>[C:11]([C:15]1[CH:16]=[C:17]([C:26]2[N:27]=[C:28]3[N:32]([C:33]=2[CH:3]=[O:4])[CH2:31][CH2:30][S:29]3)[CH:18]=[C:19]([C:22]([CH3:25])([CH3:24])[CH3:23])[C:20]=1[OH:21])([CH3:12])([CH3:13])[CH3:14] |f:3.4.5|. Procedure: To a solution of 1.5 ml of dimethylformamide in 10 ml of chloroform was added 1.1 g of phosphorus oxychloride under ice-cooling and the mixture was allowed to stand for one hour. To the reaction mixture was added 1.5 g of 6-(3,5-di-tert-butyl-4-hydroxyphenyl)-2,3-dihydroimidazo[2,1-b]thiazole and the mixture was refluxed for 4 hours. To the reaction mixture was added 20 ml of an aqueous 10% potassium carbonate solution and the mixture was stirred for 15 minutes. The chloroform layer was dried an... The reactants are N[C@@H](CCSC)C=O (Metal), C(CC)C1=CC=C(C=C1)Br (4-n-propylbromobenzene), C1COC2(CCC(CC2)=O)O1 (1,4-cyclohexanedione-monoethylene ketal), saturated aqueous solution, [Cl-].[NH4+] (ammonium chloride). Run in C1CCOC1 (THF), C1CCOC1 (THF), C1CCOC1 (THF). Conditions: time 1 hour. Product: C1OC2(CCC(CC2)(C2=CC=C(C=C2)CCC)O)OC1 (1,1-ethylenedioxy-4-hydroxy-4-(4-n-propylphenyl)cyclohexane). The yield is 71.0%. RXN SMILES: N[C@H](C=O)CCSC.[CH2:9]([C:12]1[CH:17]=[CH:16][C:15](Br)=[CH:14][CH:13]=1)[CH2:10][CH3:11].[CH2:19]1[O:29][C:22]2([CH2:27][CH2:26][C:25](=[O:28])[CH2:24][CH2:23]2)[O:21][CH2:20]1.[Cl-].[NH4+]>C1COCC1>[CH2:19]1[CH2:20][O:21][C:22]2([CH2:23][CH2:24][C:25]([OH:28])([C:15]3[CH:16]=[CH:17][C:12]([CH2:9][CH2:10][CH3:11])=[CH:13][CH:14]=3)[CH2:26][CH2:27]2)[O:29]1 |f:3.4|. Procedure: Metal magnesium in an amount of 12 g was suspended in 50 ml of THF under nitrogen gas stream, and a solution prepared by dissolving 100 g of 4-n-propylbromobenzene in 300 ml of THF was added dropwise and stirred at room temperature for 1 hour. A solution prepared by dissolving 78 g of 1,4-cyclohexanedione-monoethylene ketal in 300 ml of THF was added dropwise thereto and stirred at room temperature for 1 hour. After finishing of the reaction, 500 ml of a saturated aqueous solution of ammonium ch...